Dataset: the Open Reaction Database (ORD), a public repository of structured organic reaction records. Task: describe an organic reaction: reactants, conditions, products, and yield The reactants are C([O-])([O-])=O.[K+].[K+] (potassium carbonate), OCC1=NC=CC(=C1C)SCCN1CCOCC1 (2-Hydroxymethyl-3-methyl-4-(2-morpholinoethylthio)pyridine), ice water, S(=O)(Cl)Cl (thionyl chloride). Run in C(Cl)(Cl)Cl (chloroform). Conditions: time 1 hour. The product is ClCC1=NC=CC(=C1C)SCCN1CCOCC1 (2-chloromethyl-3-methyl-4-(2-morpholinoethylthio)pyridine). As a reaction SMILES: O[CH2:2][C:3]1[C:8]([CH3:9])=[C:7]([S:10][CH2:11][CH2:12][N:13]2[CH2:18][CH2:17][O:16][CH2:15][CH2:14]2)[CH:6]=[CH:5][N:4]=1.S(Cl)([Cl:21])=O.C(=O)([O-])[O-].[K+].[K+]>C(Cl)(Cl)Cl>[Cl:21][CH2:2][C:3]1[C:8]([CH3:9])=[C:7]([S:10][CH2:11][CH2:12][N:13]2[CH2:18][CH2:17][O:16][CH2:15][CH2:14]2)[CH:6]=[CH:5][N:4]=1 |f:2.3.4|. Procedure details: 2-Hydroxymethyl-3-methyl-4-(2-morpholinoethylthio)pyridine (6.2 g) was dissolved in chloroform and thereto was dropwise added thionyl chloride (2 ml) under ice-cooling. The mixture was stirred at room temperature for 1 hour. After the completion of the reaction, the reaction mixture was poured into ice-water and made alkaline with potassium carbonate, followed by extraction with chloroform. The chloroform layer was dried over anhydrous magnesium sulfate and the solvent was distilled away to give...